Dataset: the Open Reaction Database (ORD), a public repository of structured organic reaction records. Task: describe an organic reaction: reactants, conditions, products, and yield Reactants: C1(=CC=CC=C1)OP(=O)(OC1=CC=CC=C1)CN[C@H](C(=O)NCCC(=O)OCC1=CC=CC=C1)CC1=CC=C(C=C1)C1=CC=CC=C1 (Benzyl (S)-N-[2-(diphenylphosphonomethylamino)-3-(4-biphenylyl)propionyl]-3-aminopropionate), Cl (hydrochloric acid). Solvent: C1CCOC1 (THF). Reaction conditions: time 8 hour. Product: C1(=CC=CC=C1)OP(=O)(O)CN[C@H](C(=O)NCCC(=O)OCC1=CC=CC=C1)CC1=CC=C(C=C1)C1=CC=CC=C1 (benzyl (S)-N-[2-(monophenylphosphonomethylamino)-3-(4-biphenylyl)-propionyl]-3-aminopropionate). RXN SMILES: [C:1]1([O:7][P:8]([CH2:17][NH:18][C@@H:19]([CH2:35][C:36]2[CH:41]=[CH:40][C:39]([C:42]3[CH:47]=[CH:46][CH:45]=[CH:44][CH:43]=3)=[CH:38][CH:37]=2)[C:20]([NH:22][CH2:23][CH2:24][C:25]([O:27][CH2:28][C:29]2[CH:34]=[CH:33][CH:32]=[CH:31][CH:30]=2)=[O:26])=[O:21])([O:10]C2C=CC=CC=2)=[O:9])[CH:6]=[CH:5][CH:4]=[CH:3][CH:2]=1.Cl>C1COCC1>[C:1]1([O:7][P:8]([CH2:17][NH:18][C@@H:19]([CH2:35][C:36]2[CH:37]=[CH:38][C:39]([C:42]3[CH:43]=[CH:44][CH:45]=[CH:46][CH:47]=3)=[CH:40][CH:41]=2)[C:20]([NH:22][CH2:23][CH2:24][C:25]([O:27][CH2:28][C:29]2[CH:30]=[CH:31][CH:32]=[CH:33][CH:34]=2)=[O:26])=[O:21])([OH:10])=[O:9])[CH:2]=[CH:3][CH:4]=[CH:5][CH:6]=1. Reported procedure: Benzyl (S)-N-[2-(diphenylphosphonomethylamino)-3-(4-biphenylyl)propionyl]-3-aminopropionate (720 mg, 1.1 mmol) is dissolved in THF (15 mL) and treated with 2N hydrochloric acid. The solution is stirred at room temperature for 8 hours. The precipitate is filtered. It can be further purified by column chromatography on silica gel, eluting with a mixture of methylene chloride-methanol-acetic acid (95/5/25), to obtain benzyl (S)-N-[2-(monophenylphosphonomethylamino)-3-(4-biphenylyl)-propionyl]-3-ami... Starting materials: BrC=1C=C(C(=C(C1)NCC(=O)N)C#N)F (2-(5-bromo-2-cyano-3-fluorophenylamino)acetamide), CC[O-].[Na+] (NaOEt). Run in CC(C)O (2-propanol). Product: NC1=C(NC2=CC(=CC(=C12)F)Br)C(=O)N (3-amino-6-bromo-4-fluoro-1H-indole-2-carboxylic acid amide). Yield: 89.0%. As a reaction SMILES: [Br:1][C:2]1[CH:3]=[C:4]([F:15])[C:5]([C:13]#[N:14])=[C:6]([NH:8][CH2:9][C:10]([NH2:12])=[O:11])[CH:7]=1.CC[O-].[Na+]>CC(O)C>[NH2:14][C:13]1[C:5]2[C:6](=[CH:7][C:2]([Br:1])=[CH:3][C:4]=2[F:15])[NH:8][C:9]=1[C:10]([NH2:12])=[O:11] |f:1.2|. Reported procedure: 17.3 g (63.6 mmol) 2-(5-bromo-2-cyano-3-fluorophenylamino)acetamide was suspended in 150 ml 2-propanol and, after the addition of 10 ml NaOEt solution (21% in EtOH), the suspension was refluxed for 14 h. Having cooled down to room temperature, the solvent was concentrated and water was added. The resulting precipitate was sucked off and washed with water. 15.4 g (89%) 3-amino-6-bromo-4-fluoro-1H-indole-2-carboxylic acid amide was obtained. ESI-MS [m/z]: 272, 274 [M+H]+ Reactants: C(C1=CC=CC=C1)(C1=CC=CC=C1)(C1=CC=CC=C1)Cl (trityl chloride), OC(CC(=O)OC)CO (methyl 3,4-dihydroxybutanoate), C(Cl)Cl (DCM), N1=CC=CC=C1 (pyridine). Run in O (Water). Run at temperature 0 celsius. Yields the product C1(=CC=CC=C1)C(OCC(CC(=O)OC)O)(C1=CC=CC=C1)C1=CC=CC=C1 (methyl 4-triphenylmethyloxy-3-hydroxybutyrate). The yield is 26.8%. As a reaction SMILES: [OH:1][CH:2]([CH2:8][OH:9])[CH2:3][C:4]([O:6][CH3:7])=[O:5].C(Cl)Cl.N1C=CC=CC=1.[C:19](Cl)([C:32]1[CH:37]=[CH:36][CH:35]=[CH:34][CH:33]=1)([C:26]1[CH:31]=[CH:30][CH:29]=[CH:28][CH:27]=1)[C:20]1[CH:25]=[CH:24][CH:23]=[CH:22][CH:21]=1>O>[C:20]1([C:19]([C:26]2[CH:27]=[CH:28][CH:29]=[CH:30][CH:31]=2)([C:32]2[CH:33]=[CH:34][CH:35]=[CH:36][CH:37]=2)[O:9][CH2:8][CH:2]([OH:1])[CH2:3][C:4]([O:6][CH3:7])=[O:5])[CH:21]=[CH:22][CH:23]=[CH:24][CH:25]=1. Procedure: To 25 g of methyl 3,4-dihydroxybutanoate was added 250 mL of DCM and stirred to dissolve. 19.8 g of pyridine was added and cooled to 0° C. 41.4 g of trityl chloride was dissolved in 50 mL of DMC and was added at 0-5° C. for 15 minutes. The temperature was allowed to rise to room temperature and was stirred at room temperature for 17 hours. Water was added and the layers were separated. The organic layer was washed with brine, dried and concentrated. The residue was triturated with 25 mL of cyclo... RXN SMILES: [C:14]([CH3:15])([CH3:16])([CH3:17])[O:18][C:19](=[O:20])[n:21]1[c:22]([CH2:48][CH2:49][CH2:50][CH3:51])[n:23][c:24]([CH2:26][CH:27]([C:28](=[O:29])[N:30]2[CH:31]([CH:32]([CH3:33])[CH3:34])[CH2:35][O:36][C:37]2=[O:38])[c:39]2[cH:40][c:41]3[c:42]([cH:43][cH:44]2)[O:45][CH2:46][O:47]3)[cH:25]1.[CH2:9]([Li:10])[CH2:11][CH2:12][CH3:13].[O:52]1[CH2:53][CH2:54][CH2:55][CH2:56]1.[OH:1][CH2:2][c:3]1[cH:4][cH:5][cH:6][cH:7][cH:8]1>>[O:1]([CH2:2][c:3]1[cH:4][cH:5][cH:6][cH:7][cH:8]1)[C:28]([CH:27]([CH2:26][c:24]1[n:23][c:22]([CH2:48][CH2:49][CH2:50][CH3:51])[n:21]([C:19]([O:18][C:14]([CH3:15])([CH3:16])[CH3:17])=[O:20])[cH:25]1)[c:39]1[cH:40][c:41]2[c:42]([cH:43][cH:44]1)[O:45][CH2:46][O:47]2)=[O:29]. Starting materials: CCCCc1nc(CC(C(=O)N2C(=O)OCC2C(C)C)c2ccc3c(c2)OCO3)cn1C(=O)OC(C)(C)C, [Li]CCCC, C1CCOC1, OCc1ccccc1. Yields the product CCCCc1nc(CC(C(=O)OCc2ccccc2)c2ccc3c(c2)OCO3)cn1C(=O)OC(C)(C)C.